From a dataset of the Open Reaction Database (ORD), a public repository of structured organic reaction records. describe an organic reaction: reactants, conditions, products, and yield Reactants: COC(=O)c1ccc(C(=O)O)[nH]1, CN(C(=O)c1ccc(C(F)(F)F)cn1)C1CCNCC1c1ccc(Cl)c(Cl)c1, Cl. Reaction SMILES: [CH3:30][O:31][C:32](=[O:33])[c:34]1[cH:35][cH:36][c:37]([C:39](=[O:40])[OH:41])[nH:38]1.[Cl:2][c:3]1[cH:4][c:5]([CH:10]2[CH2:11][NH:12][CH2:13][CH2:14][CH:15]2[N:16]([C:17](=[O:18])[c:19]2[n:20][cH:21][c:22]([C:25]([F:26])([F:27])[F:28])[cH:23][cH:24]2)[CH3:29])[cH:6][cH:7][c:8]1[Cl:9].[ClH:1]>>[Cl:2][c:3]1[cH:4][c:5]([CH:10]2[CH2:11][N:12]([C:39]([c:37]3[cH:36][cH:35][c:34]([C:32]([O:31][CH3:30])=[O:33])[nH:38]3)=[O:40])[CH2:13][CH2:14][CH:15]2[N:16]([C:17](=[O:18])[c:19]2[n:20][cH:21][c:22]([C:25]([F:26])([F:27])[F:28])[cH:23][cH:24]2)[CH3:29])[cH:6][cH:7][c:8]1[Cl:9]. The product is COC(=O)c1ccc(C(=O)N2CCC(N(C)C(=O)c3ccc(C(F)(F)F)cn3)C(c3ccc(Cl)c(Cl)c3)C2)[nH]1. The reactants are C(=O)([O-])[O-].[K+].[K+] (K2CO3), BrCC#C (3-bromo-propyne), ClC1=CC=C(C=C1)C=1C=CC(=NC1)C#CC=1C=C2C=CN(C2=CC1)CCNCC1CC1 ((2-{5-[5-(4-chloro-phenyl)-pyridin-2-ylethynyl]-indol-1-yl}-ethyl)-cyclopropylmethyl-amine). Run in CN(C)C=O (DMF). Reaction conditions: time 4 hour. Yields the product ClC1=CC=C(C=C1)C=1C=CC(=NC1)C#CC=1C=C2C=CN(C2=CC1)CCN(CC#C)CC1CC1 ((2-{5-[5-(4-chloro-phenyl)-pyridin-2-ylethynyl]-indol-1-yl}-ethyl)-cyclopropylmethyl-prop-2-ynyl-amine). As a reaction SMILES: C([O-])([O-])=O.[K+].[K+].Br[CH2:8][C:9]#[CH:10].[Cl:11][C:12]1[CH:17]=[CH:16][C:15]([C:18]2[CH:19]=[CH:20][C:21]([C:24]#[C:25][C:26]3[CH:27]=[C:28]4[C:32](=[CH:33][CH:34]=3)[N:31]([CH2:35][CH2:36][NH:37][CH2:38][CH:39]3[CH2:41][CH2:40]3)[CH:30]=[CH:29]4)=[N:22][CH:23]=2)=[CH:14][CH:13]=1>CN(C=O)C>[Cl:11][C:12]1[CH:13]=[CH:14][C:15]([C:18]2[CH:19]=[CH:20][C:21]([C:24]#[C:25][C:26]3[CH:27]=[C:28]4[C:32](=[CH:33][CH:34]=3)[N:31]([CH2:35][CH2:36][N:37]([CH2:38][CH:39]3[CH2:40][CH2:41]3)[CH2:10][C:9]#[CH:8])[CH:30]=[CH:29]4)=[N:22][CH:23]=2)=[CH:16][CH:17]=1 |f:0.1.2|. Procedure: 45 mg (0.33 mmol) K2CO3 and 13 μL (0.18 mmol) 3-bromo-propyne are added at RT to a solution of 70 mg (0.16 mmol) (2-{5-[5-(4-chloro-phenyl)-pyridin-2-ylethynyl]-indol-1-yl}-ethyl)-cyclopropylmethyl-amine in 2 mL DMF and the reaction mixture is stirred for 4 h at RT. The mixture is evaporated down i. vac., the residue is taken up in water, extracted exhaustively with DCM and the organic phase is dried over Na2SO4. After the desiccant and solvent have been eliminated the residue is purified by chr... Procedure details: A mixture of 4-nitrobenzylchloride (5 g, 29.14 mmol), N-ethylpiperazine (4.4 ml, 34.97 mmol, 1.2 eq.), potassium carbonate (8 g, 58.28, 2 eq.), and acetone (100 ml) is stirred for 15 h at reflux. The reaction mixture is allowed to cool to RT, filtered and concentrated to afford 7.2 g of the title compound as a brow oil: ESI-MS: 250.1 [MH]+; TLC: Rf=0.31 (DCM/MeOH+1% NH3aq, 9:1). Reaction SMILES: [N+:1]([C:4]1[CH:11]=[CH:10][C:7]([CH2:8]Cl)=[CH:6][CH:5]=1)([O-:3])=[O:2].[CH2:12]([N:14]1[CH2:19][CH2:18][NH:17][CH2:16][CH2:15]1)[CH3:13].C(=O)([O-])[O-].[K+].[K+]>CC(C)=O>[CH2:12]([N:14]1[CH2:19][CH2:18][N:17]([CH2:8][C:7]2[CH:10]=[CH:11][C:4]([N+:1]([O-:3])=[O:2])=[CH:5][CH:6]=2)[CH2:16][CH2:15]1)[CH3:13] |f:2.3.4|. Product: C(C)N1CCN(CC1)CC1=CC=C(C=C1)[N+](=O)[O-] (1-Ethyl-4-(4-nitro-benzyl)-piperazine). Run at time 15 hour. Reactants: [N+](=O)([O-])C1=CC=C(CCl)C=C1 (4-nitrobenzylchloride), C(C)N1CCNCC1 (N-ethylpiperazine), C([O-])([O-])=O.[K+].[K+] (potassium carbonate). The yield is 99.1%. Solvent: CC(=O)C (acetone). Reactants: COC=1C=CC2=C(SC(=C2N(C2=CC=C(C=C2)/C=C/C(=O)OCC)C)C2=CC=C(C=C2)OC)C1 ((E)-ethyl 3-(4-((6-methoxy-2-(4-methoxyphenyl)benzo[b]thiophen-3-yl)(methyl)amino)phenyl)acrylate), B(Br)(Br)Br (BBr3). The solvent is C(Cl)Cl (DCM). The product is OC=1C=CC2=C(SC(=C2N(C2=CC=C(C=C2)/C=C/C(=O)OCC)C)C2=CC=C(C=C2)O)C1 ((E)-ethyl 3-(4-((6-hydroxy-2-(4-hydroxyphenyl)benzo[b]thiophen-3-yl)(methyl)amino)phenyl)acrylate). RXN SMILES: C[O:2][C:3]1[CH:4]=[CH:5][C:6]2[C:10]([N:11]([CH3:25])[C:12]3[CH:17]=[CH:16][C:15](/[CH:18]=[CH:19]/[C:20]([O:22][CH2:23][CH3:24])=[O:21])=[CH:14][CH:13]=3)=[C:9]([C:26]3[CH:31]=[CH:30][C:29]([O:32]C)=[CH:28][CH:27]=3)[S:8][C:7]=2[CH:34]=1.B(Br)(Br)Br>C(Cl)Cl>[OH:2][C:3]1[CH:4]=[CH:5][C:6]2[C:10]([N:11]([CH3:25])[C:12]3[CH:13]=[CH:14][C:15](/[CH:18]=[CH:19]/[C:20]([O:22][CH2:23][CH3:24])=[O:21])=[CH:16][CH:17]=3)=[C:9]([C:26]3[CH:27]=[CH:28][C:29]([OH:32])=[CH:30][CH:31]=3)[S:8][C:7]=2[CH:34]=1. Reported procedure: To a solution of (E)-ethyl 3-(4-((6-methoxy-2-(4-methoxyphenyl)benzo[b]thiophen-3-yl)(methyl)amino)phenyl)acrylate (25.5 mg, 0.05 mmol) in DCM (1.5 mL) at 0° C. was added BBr3 (1.0 M in DCM, 0.215 mL, 0.21 mmol) dropwise. After 4 h at 0° C. the reaction was quenched with sat. aq. NaHCO3 and extracted with 5% MeOH/EtOAc, the combined organic layers were passed through a phase separator and concentrated in vacuo to afford crude (E)-ethyl 3-(4-((6-hydroxy-2-(4-hydroxyphenyl)benzo[b]thiophen-3-yl)(m... Starting materials: CCOC(=O)Cl, C1CCOC1, N#CCC1CCN(Cc2ccccc2)CC1. Yields the product CCOC(=O)N1CCC(CC#N)CC1. As a reaction SMILES: [Cl:17][C:18](=[O:19])[O:20][CH2:21][CH3:22].[O:23]1[CH2:24][CH2:25][CH2:26][CH2:27]1.[c:1]1([CH2:2][N:8]2[CH2:9][CH2:10][CH:11]([CH2:14][C:15]#[N:16])[CH2:12][CH2:13]2)[cH:3][cH:4][cH:5][cH:6][cH:7]1>>[N:8]1([C:18](=[O:19])[O:20][CH2:21][CH3:22])[CH2:9][CH2:10][CH:11]([CH2:14][C:15]#[N:16])[CH2:12][CH2:13]1. Starting materials: COC=1C=C(C=CC1)S (3-methoxybenzenethiol), C(=O)([O-])[O-].[K+].[K+] (K2CO3), C(C)OC(CBr)OCC (bromoacetaldehyde diethyl acetal). Run in CC(=O)C (acetone). Run at time 16 hour. Product: COC=1C=CC2=C(SC=C2)C1 (6-methoxybenzo[b]thiophene). The yield is 155.3%. RXN SMILES: [CH3:1][O:2][C:3]1[CH:4]=[C:5]([SH:9])[CH:6]=[CH:7][CH:8]=1.C([O-])([O-])=O.[K+].[K+].[CH2:16](OC(OCC)CBr)[CH3:17]>CC(C)=O>[CH3:1][O:2][C:3]1[CH:8]=[CH:7][C:6]2[CH:17]=[CH:16][S:9][C:5]=2[CH:4]=1 |f:1.2.3|. Procedure details: A mixture of 3-methoxybenzenethiol (10 ml, 11.30 g, 80 mmole), K2CO3 (11.15 g, 80 mmole) and bromoacetaldehyde diethyl acetal (12 ml, 15.72 g, 80 mmole) in acetone (100 ml) was stirred at ambient temperature for 16 hours, then filtered. The filtrate was subsequently concentrated, in vacuo. The residue obtained was partitioned between H2O (150 ml) and Et2O (150 ml). The layers were separated and the aqueous phase was extracted with Et2O (150 ml). The combined organic extracts were washed with 0.5... The reactants are CCC1Nc2ccc(F)cc2NC1=O, CCC(Nc1cc(F)ccc1[N+](=O)[O-])C(=O)O. The product is CCC1Nc2cc(F)ccc2NC1=O. As a reaction SMILES: [CH2:18]([CH:19]1[NH:20][c:21]2[c:22]([cH:23][c:24]([F:25])[cH:26][cH:27]2)[NH:28][C:29]1=[O:30])[CH3:31].[F:1][c:2]1[cH:3][cH:4][c:5]([N+:15]([O-:12])=[O:16])[c:6]([NH:8][CH:9]([C:10](=[O:11])[OH:17])[CH2:13][CH3:14])[cH:7]1>>[F:1][c:2]1[cH:3][cH:4][c:5]2[c:6]([cH:7]1)[NH:8][CH:9]([CH2:13][CH3:14])[C:10](=[O:11])[NH:15]2. Starting materials: C(C)(C)(C)OC(=O)N1[C@@H](CC(C1)=NOCC1=CC=C(C=C1)OC)C(=O)O ((2S,4EZ)-1-(tert-butoxycarbonyl)-4-{[(4-methoxybenzyl)oxy]imino}-2-pyrrolidinecarboxylic acid), O=C1OC(=CC=C1C(=O)Cl)CCCCC (2-oxo-6-pentyl-2H-pyran-3-carbonyl chloride), C(C)N1C2=CC=CC=C2C=2C=C(C=CC12)N (9-ethyl-9H-carbazol-3-amine). The product is C(C)N1C2=CC=CC=C2C=2C=C(C=CC12)NC(=O)[C@H]1N(CC(C1)=NOCC1=CC=C(C=C1)OC)C(=O)C=1C(OC(=CC1)CCCCC)=O ((2S,4EZ)-N-(9-ethyl-9H-carbazol-3-yl)-4-{[(4-methoxybenzyl)oxy]imino}-1-[(2-oxo-6-pentyl-2H-pyran-3-yl)carbonyl]-2-pyrrolidinecarboxamide). As a reaction SMILES: C(O[C:6]([N:8]1[CH2:12][C:11](=[N:13][O:14][CH2:15][C:16]2[CH:21]=[CH:20][C:19]([O:22][CH3:23])=[CH:18][CH:17]=2)[CH2:10][C@H:9]1[C:24]([OH:26])=O)=[O:7])(C)(C)C.[O:27]=[C:28]1[C:33](C(Cl)=O)=[CH:32][CH:31]=[C:30]([CH2:37][CH2:38][CH2:39][CH2:40][CH3:41])[O:29]1.[CH2:42]([N:44]1[C:56]2[CH:55]=[CH:54][C:53]([NH2:57])=[CH:52][C:51]=2[C:50]2[C:45]1=[CH:46][CH:47]=[CH:48][CH:49]=2)[CH3:43]>>[CH2:42]([N:44]1[C:56]2[CH:55]=[CH:54][C:53]([NH:57][C:24]([C@@H:9]3[CH2:10][C:11](=[N:13][O:14][CH2:15][C:16]4[CH:17]=[CH:18][C:19]([O:22][CH3:23])=[CH:20][CH:21]=4)[CH2:12][N:8]3[C:6]([C:33]3[C:28](=[O:27])[O:29][C:30]([CH2:37][CH2:38][CH2:39][CH2:40][CH3:41])=[CH:31][CH:32]=3)=[O:7])=[O:26])=[CH:52][C:51]=2[C:50]2[C:45]1=[CH:46][CH:47]=[CH:48][CH:49]=2)[CH3:43]. Procedure: Following the general method as outlined in Example 22, starting from (2S,4EZ)-1-(tert-butoxycarbonyl)-4-{[(4-methoxybenzyl)oxy]imino}-2-pyrrolidinecarboxylic acid, 2-oxo-6-pentyl-2H-pyran-3-carbonyl chloride, and 9-ethyl-9H-carbazol-3-amine the title compound was obtained in 57% purity by LC/MS. MS(ESI+): m/z=649.4.